From a dataset of the Open Reaction Database (ORD), a public repository of structured organic reaction records. describe an organic reaction: reactants, conditions, products, and yield Starting materials: ClC=1C2=C(N=CN1)N(C=C2C=2C=NN(C2)C)COCC[Si](C)(C)C (4-chloro-5-(1-methyl-1H-pyrazol-4-yl)-7-{[2-(trimethylsilyl)ethoxy]methyl}-7H-pyrrolo[2,3-d]pyrimidine), CC1=C(C2=C(N=CN=C2N2CCOCC2)N1)C=1C=C(C#N)C=CC1 (3-[6-methyl-4-(morpholin-4-yl)-7H-pyrrolo[2,3-d]pyrimidin-5-yl]benzonitrile). The product is ClC=1C2=C(N=CN1)NC=C2C=2C=NN(C2)C (4-chloro-5-(1-methyl-1H-pyrazol-4-yl)-7H-pyrrolo[2,3-d]pyrimidine). As a reaction SMILES: [Cl:1][C:2]1[C:3]2[C:10]([C:11]3[CH:12]=[N:13][N:14]([CH3:16])[CH:15]=3)=[CH:9][N:8](COCC[Si](C)(C)C)[C:4]=2[N:5]=[CH:6][N:7]=1.CC1NC2N=CN=C(N3CCOCC3)C=2C=1C1C=C(C=CC=1)C#N>>[Cl:1][C:2]1[C:3]2[C:10]([C:11]3[CH:12]=[N:13][N:14]([CH3:16])[CH:15]=3)=[CH:9][NH:8][C:4]=2[N:5]=[CH:6][N:7]=1. Procedure: 4-Chloro-5-(1-methyl-1H-pyrazol-4-yl)-7-{[2-(trimethylsilyl)ethoxy]methyl}-7H-pyrrolo[2,3-d]pyrimidine (C2) was converted to the product using the method described for synthesis of 3-[6-methyl-4-(morpholin-4-yl)-7H-pyrrolo[2,3-d]pyrimidin-5-yl]benzonitrile (2) in Example 2. In this case the product, obtained as a yellow solid, was purified by recrystallization from ethyl acetate, rather than via preparative HPLC. Yield: 1.0 g, 4.3 mmol, 43% over two steps. LCMS m/z 234.0 [M+H+]. 1H NMR (400 MHz,...